From a dataset of the Open Reaction Database (ORD), a public repository of structured organic reaction records. describe an organic reaction: reactants, conditions, products, and yield The reactants are ClC1=CC=C2C(C(=O)OC(N2)=O)=C1 (5-chloroisatoic anhydride), ClC=1C=C2C(C(NC2=CC1)=O)=O (5-chloroisatin), FC=1C=C2C(C(NC2=CC1)=O)=O (5-fluoroisatin). Product: ClC=1C=C2C(C3=NC4=CC=CC=C4C(N3C2=CC1)=O)=O (8-Chloroindolo[2,1-b] quinazoline-6,12-dione). As a reaction SMILES: [Cl:1][C:2]1[CH:13]=[C:6]2[C:7]([O:9][C:10](=[O:12])[NH:11][C:5]2=[CH:4][CH:3]=1)=O.Cl[C:15]1[CH:16]=[C:17]2[C:21](=[CH:22][CH:23]=1)[NH:20][C:19](=O)C2=O.FC1C=C2C(=CC=1)NC(=O)C2=O>>[Cl:1][C:2]1[CH:13]=[C:6]2[C:5](=[CH:4][CH:3]=1)[N:11]1[C:19](=[N:20][C:21]3[C:22]([C:10]1=[O:12])=[CH:23][CH:15]=[CH:16][CH:17]=3)[C:7]2=[O:9]. Reported procedure: Using the procedure in Example 12 and substituting isatoic anhydride for 5-chloroisatoic anhydride and 5-chloroisatin for 5-fluoroisatin gave the title compound in 39% crude yield: mp 295°-296° C.; 1H NMR (300 MHz, DMSO-d6) δ 8.46-8.53 (m, 1H), 8.33 (d, 1H), 7.96 (d, 2H), 7.69-7.84 (m, 3H); MS (M+H)+ 283. Starting materials: OC1=CC=C2CC(CNC2=C1)=O (7-hydroxy-1,2,3,4-tetrahydroquinolin-3-one), C(=O)([O-])[O-].[K+].[K+] (K2CO3), ClC1=CC=C2C=CC(=NC2=C1)COC=1C=C(CCl)C=CC1 (3-(7-chloro-2-quinolinylmethoxy)benzyl chloride). Reagents/catalysts: [Br-].C(CCC)[N+](CCCC)(CCCC)CCCC (tetra-n-butylammonium bromide). Run in CN(C)C=O (DMF). Run at time 3 day. Yields the product ClC1=CC=C2C=CC(=NC2=C1)COC=1C=C(COC2=CC=C3CCC(NC3=C2)=O)C=CC1 (7-[3-(7-chloro-2-quinolinylmethoxy)benzyloxy]-1,2,3,4-tetrahydroquinolin-2-one), powder. Isolated yield 27.6%. Reaction SMILES: [OH:1][C:2]1[CH:11]=[C:10]2[C:5]([CH2:6][C:7](=O)[CH2:8][NH:9]2)=[CH:4][CH:3]=1.C([O-])([O-])=[O:14].[K+].[K+].[Cl:19][C:20]1[CH:29]=[C:28]2[C:23]([CH:24]=[CH:25][C:26]([CH2:30][O:31][C:32]3[CH:33]=[C:34]([CH:37]=[CH:38][CH:39]=3)[CH2:35]Cl)=[N:27]2)=[CH:22][CH:21]=1>[Br-].C([N+](CCCC)(CCCC)CCCC)CCC.CN(C=O)C>[Cl:19][C:20]1[CH:29]=[C:28]2[C:23]([CH:24]=[CH:25][C:26]([CH2:30][O:31][C:32]3[CH:33]=[C:34]([CH:37]=[CH:38][CH:39]=3)[CH2:35][O:1][C:2]3[CH:11]=[C:10]4[C:5]([CH2:6][CH2:7][C:8](=[O:14])[NH:9]4)=[CH:4][CH:3]=3)=[N:27]2)=[CH:22][CH:21]=1 |f:1.2.3,5.6|. Procedure: A mixture of 0.326 g (2 mmol) of 7-hydroxy-1,2,3,4-tetrahydroquinolin-3-one, 0.609 g (5 mmol) of K2CO3, 0.075 g (0.25 mmol) of tetra-n-butylammonium bromide, 40 ml of DMF and 0.636 g (2 mmol) of 3-(7-chloro-2-quinolinylmethoxy)benzyl chloride was stirred at room temperature for 3 days. Insoluble matter was removed and the solvent was then distilled off. The residue was subjected to chromatography on a silica gel column. Subsequent to elution with CHCl3, recrystallization was conducted from aceto... Starting materials: C[Si](C)(C)OP(O[Si](C)(C)C)(=O)CCCCC(=O)OCC (bis-trimethylsilyl-4-carboethoxybutylphosphonate), [O-]CCC.[Zr+4].[O-]CCC.[O-]CCC.[O-]CCC (zirconium propoxide). Product: [Zr].C(=O)(OCC)CCCCP([O-])([O-])=O (zirconium 4-carboethoxybutylphosphonate). Reaction SMILES: C[Si]([O:5][P:6]([CH2:13][CH2:14][CH2:15][CH2:16][C:17]([O:19][CH2:20][CH3:21])=[O:18])(=[O:12])[O:7][Si](C)(C)C)(C)C.[O-]CCC.[Zr+4:26].[O-]CCC.[O-]CCC.[O-]CCC>>[Zr:26].[C:17]([CH2:16][CH2:15][CH2:14][CH2:13][P:6](=[O:5])([O-:12])[O-:7])([O:19][CH2:20][CH3:21])=[O:18] |f:1.2.3.4.5,6.7|. Procedure details: To a reaction flask under an inert atmosphere was added 3.13 g of bis-trimethylsilyl-4-carboethoxybutylphosphonate. To the flask was slowly added 1.44 g of zirconium propoxide. After the first few drops were added, a gelatinous product was formed. Agitation was continued during the remainder of the addition. The reactants are CC1=C(SC=C1)C1=NSC2=C1C=C(C=C2)N2C(N(C(=CC2=O)C(F)(F)F)C)=O (3-[3-[3-(methyl)-2-thienyl]-1,2-benzisothiazol-5-yl]-1-methyl-6-(trifluoromethyl)uracil), BrN1C(CCC1=O)=O (N-bromosuccinimide), resultant mixture. The reagents and catalysts are C(C1=CC=CC=C1)(=O)OOC(C1=CC=CC=C1)=O (benzoyl peroxide). The solvent is C(Cl)(Cl)(Cl)Cl (carbon tetrachloride). The product is BrCC1=C(SC=C1)C1=NSC2=C1C=C(C=C2)N2C(N(C(=CC2=O)C(F)(F)F)C)=O (3-[3-[3-(Bromomethyl)-2-thienyl]-1,2-benzisothiazol-5-yl]-1-methyl-6-(trifluoromethyl)uracil). The yield is 68.2%. Reaction SMILES: [CH3:1][C:2]1[CH:6]=[CH:5][S:4][C:3]=1[C:7]1[C:11]2[CH:12]=[C:13]([N:16]3[C:21](=[O:22])[CH:20]=[C:19]([C:23]([F:26])([F:25])[F:24])[N:18]([CH3:27])[C:17]3=[O:28])[CH:14]=[CH:15][C:10]=2[S:9][N:8]=1.[Br:29]N1C(=O)CCC1=O>C(OOC(=O)C1C=CC=CC=1)(=O)C1C=CC=CC=1.C(Cl)(Cl)(Cl)Cl>[Br:29][CH2:1][C:2]1[CH:6]=[CH:5][S:4][C:3]=1[C:7]1[C:11]2[CH:12]=[C:13]([N:16]3[C:21](=[O:22])[CH:20]=[C:19]([C:23]([F:26])([F:25])[F:24])[N:18]([CH3:27])[C:17]3=[O:28])[CH:14]=[CH:15][C:10]=2[S:9][N:8]=1. Procedure details: To a mixture of 3-[3-[3-(methyl)-2-thienyl]-1,2-benzisothiazol-5-yl]-1-methyl-6-(trifluoromethyl)uracil(0.420 g, 0.993 mmol) and carbon tetrachloride is added N-bromosuccinimide (0.200 g, 1.12 mmol) and benzoyl peroxide (10.0 mg). The resultant mixture is stirred overnight at reflux, cooled and filtered. The filtrate is concentrated in vacuo and the residue partitioned between water and methylene chloride. The organic layer is washed with brine, dried over anhydrous magnesium sulfate and concent... Starting materials: CC(=O)O[BH-](OC(C)=O)OC(C)=O, Cc1nc2ccccc2n1-c1nc(N2CCOCC2)c2nc(C=O)n(C)c2n1, CC1(C(=O)N2CCCC2)CCNC1, COOC(OOC)OOC, CC(=O)O, CO, [Na+]. Yields the product Cc1nc2ccccc2n1-c1nc(N2CCOCC2)c2nc(CN3CCC(C)(C(=O)N4CCCC4)C3)n(C)c2n1. RXN SMILES: [C:56]([O:57][BH-:58]([O:59][C:60](=[O:61])[CH3:62])[O:63][C:64](=[O:65])[CH3:66])(=[O:67])[CH3:68].[CH3:1][n:2]1[c:3]2[n:4][c:5](-[n:19]3[c:20]([CH3:28])[n:21][c:22]4[c:23]3[cH:24][cH:25][cH:26][cH:27]4)[n:6][c:7]([N:13]3[CH2:14][CH2:15][O:16][CH2:17][CH2:18]3)[c:8]2[n:9][c:10]1[CH:11]=[O:12].[CH3:29][C:30]1([C:35](=[O:36])[N:37]2[CH2:38][CH2:39][CH2:40][CH2:41]2)[CH2:31][NH:32][CH2:33][CH2:34]1.[CH3:42][O:43][O:44][CH:45]([O:46][O:47][CH3:48])[O:49][O:50][CH3:51].[CH3:52][C:53](=[O:54])[OH:55].[CH3:70][OH:71].[Na+:69]>>[CH3:1][n:2]1[c:3]2[n:4][c:5](-[n:19]3[c:20]([CH3:28])[n:21][c:22]4[c:23]3[cH:24][cH:25][cH:26][cH:27]4)[n:6][c:7]([N:13]3[CH2:14][CH2:15][O:16][CH2:17][CH2:18]3)[c:8]2[n:9][c:10]1[CH2:11][N:32]1[CH2:31][C:30]([CH3:29])([C:35](=[O:36])[N:37]2[CH2:38][CH2:39][CH2:40][CH2:41]2)[CH2:34][CH2:33]1.